describe an organic reaction: reactants, conditions, products, and yield From a dataset of the Open Reaction Database (ORD), a public repository of structured organic reaction records. Reactants: NN (NH2NH2), ClC1=C(C=C(S1)C(=O)N[C@H](CN1C(C2=CC=CC=C2C1=O)=O)CC1=CC(=CC=C1)F)C1=C(C=NN1CC)C (5-chloro-N-{(1S)-2-(1,3-dioxo-1,3-dihydro-2H-isoindol-2-yl)-1-[(3-fluorophenyl)methyl]ethyl}-4-(1-ethyl-4-methyl-1H-pyrazol-5-yl)-2-thiophenecarboxamide). Solvent: CO (MeOH). Run at time 10 hour. The product is NC[C@H](CC1=CC(=CC=C1)F)NC(=O)C=1SC(=C(C1)C1=C(C=NN1CC)C)Cl (N-{(1S)-2-amino-1-[(3-fluorophenyl)methyl]ethyl}-5-chloro-4-(1-ethyl-4-methyl-1H-pyrazol-5-yl)-2-thiophenecarboxamide). The yield is 66.7%. As a reaction SMILES: NN.[Cl:3][C:4]1[S:8][C:7]([C:9]([NH:11][C@@H:12]([CH2:25][C:26]2[CH:31]=[CH:30][CH:29]=[C:28]([F:32])[CH:27]=2)[CH2:13][N:14]2C(=O)C3C(=CC=CC=3)C2=O)=[O:10])=[CH:6][C:5]=1[C:33]1[N:37]([CH2:38][CH3:39])[N:36]=[CH:35][C:34]=1[CH3:40]>CO>[NH2:14][CH2:13][C@@H:12]([NH:11][C:9]([C:7]1[S:8][C:4]([Cl:3])=[C:5]([C:33]2[N:37]([CH2:38][CH3:39])[N:36]=[CH:35][C:34]=2[CH3:40])[CH:6]=1)=[O:10])[CH2:25][C:26]1[CH:31]=[CH:30][CH:29]=[C:28]([F:32])[CH:27]=1. Procedure details: At RT, NH2NH2 (0.1 mL, 3.19 mmol) was added to 5-chloro-N-{(1S)-2-(1,3-dioxo-1,3-dihydro-2H-isoindol-2-yl)-1-[(3-fluorophenyl)methyl]ethyl}-4-(1-ethyl-4-methyl-1H-pyrazol-5-yl)-2-thiophenecarboxamide (201 mg, 0.36 mmol) in MeOH (3 mL). After 10 h, the solvent was removed under vacuum. The resulting residue was taken into DCM (10 mL) and washed with H2O (10 mL×3). To the DCM solution was added HCl (36%, 2 mL). After 1 h, the aqueous phase was separated and washed with DCM (10 ml×3). Water was rem... Reactants: O=C(Cl)N1CC(Oc2cccc(Br)c2)C1, CN, C1CCOC1, O. Product: CNC(=O)N1CC(Oc2cccc(Br)c2)C1. Reaction SMILES: [Br:1][c:2]1[cH:3][c:4]([O:5][CH:6]2[CH2:7][N:8]([C:10](=[O:11])[Cl:12])[CH2:9]2)[cH:13][cH:14][cH:15]1.[CH3:16][NH2:17].[O:18]1[CH2:19][CH2:20][CH2:21][CH2:22]1.[OH2:23]>>[Br:1][c:2]1[cH:3][c:4]([O:5][CH:6]2[CH2:7][N:8]([C:10](=[O:11])[NH:17][CH3:16])[CH2:9]2)[cH:13][cH:14][cH:15]1. Starting materials: ClC1=C(C=CC=C1)N1C(=CC=2CNCCC21)C2=CC=C(C=C2)OC (1-(2-chlorophenyl)-2-(4-methoxyphenyl)-4,5,6,7-tetrahydro-1H-pyrrolo [3.2-c]pyridine), FC1=CC=C(C=O)C=C1 (4-fluorobenzaldehyde), C(C)(=O)O (acetic acid), [BH-](OC(=O)C)(OC(=O)C)OC(=O)C.[Na+] (NaBH(OAc)3), [OH-].[Na+] (Sodium hydroxide). The solvent is C(Cl)Cl (methylene chloride). Product: ClC1=C(C=CC=C1)N1C(=CC=2CN(CCC21)CC2=CC=C(C=C2)F)C2=CC=C(C=C2)OC (1-(2-chlorophenyl)-5-(4-fluorobenzyl)-2-(4-methoxyphenyl)-4,5,6,7-tetrahydro-1 H-pyrrolo-[3,2-c]pyridine). Isolated yield 97.6%. RXN SMILES: [Cl:1][C:2]1[CH:7]=[CH:6][CH:5]=[CH:4][C:3]=1[N:8]1[C:16]2[CH2:15][CH2:14][NH:13][CH2:12][C:11]=2[CH:10]=[C:9]1[C:17]1[CH:22]=[CH:21][C:20]([O:23][CH3:24])=[CH:19][CH:18]=1.[F:25][C:26]1[CH:33]=[CH:32][C:29]([CH:30]=O)=[CH:28][CH:27]=1.C(O)(=O)C.[BH-](OC(C)=O)(OC(C)=O)OC(C)=O.[Na+].[OH-].[Na+]>C(Cl)Cl>[Cl:1][C:2]1[CH:7]=[CH:6][CH:5]=[CH:4][C:3]=1[N:8]1[C:16]2[CH2:15][CH2:14][N:13]([CH2:30][C:29]3[CH:32]=[CH:33][C:26]([F:25])=[CH:27][CH:28]=3)[CH2:12][C:11]=2[CH:10]=[C:9]1[C:17]1[CH:18]=[CH:19][C:20]([O:23][CH3:24])=[CH:21][CH:22]=1 |f:3.4,5.6|. Procedure: A solution of 1-(2-chlorophenyl)-2-(4-methoxyphenyl)-4,5,6,7-tetrahydro-1H-pyrrolo[3,2-c]pyridine (Example 2, 677.7 mg, 0.50 mmol), 4-fluorobenzaldehyde (0.13 mL, 0.60 mmol), acetic acid (0.03 mL, 0.60 mmol), and NaBH(OAc)3 (148.4 mg, 0.70 mmol) in methylene chloride (15 mL) was stirred at rt for 24 h. Sodium hydroxide (1N) was added, and the solution was extracted with diethyl ether (3×30 mL). The combined ether layers were dried (sodium sulfate), filtered, and evaporated. The residue was purif... Procedure details: A solution of N-(4-(4-cyanophenyl)phenyl)-N-ethylsulfonylamine (200 mg, 0.7 mmol), 3-picolyl chloride hydrochloride (123 mg, 0.75 mmol), and cesium carbonate (2.3 g, 7.0 mmol) was dissolved in 10 ml DMF and stirred for 18 h at room temperature. The mixture was diluted with 80 ml ethyl acetate, 20 ml water. The organic phase was separated and washed twice with 25 ml of water. The organic phase was then dried over sodium sulfate, filtered, and concentrated in vacuo to an oily residue. The residue ... The solvent is CN(C)C=O (DMF), C(C)(=O)OCC (ethyl acetate), O (water). RXN SMILES: [C:1]([C:3]1[CH:8]=[CH:7][C:6]([C:9]2[CH:14]=[CH:13][C:12]([NH:15][S:16]([CH2:19][CH3:20])(=[O:18])=[O:17])=[CH:11][CH:10]=2)=[CH:5][CH:4]=1)#[N:2].Cl.[N:22]1[CH:27]=[CH:26][CH:25]=[C:24]([CH2:28]Cl)[CH:23]=1.C(=O)([O-])[O-].[Cs+].[Cs+]>CN(C=O)C.C(OCC)(=O)C.O>[C:1]([C:3]1[CH:4]=[CH:5][C:6]([C:9]2[CH:14]=[CH:13][C:12]([N:15]([CH2:28][C:24]3[CH:23]=[N:22][CH:27]=[CH:26][CH:25]=3)[S:16]([CH2:19][CH3:20])(=[O:18])=[O:17])=[CH:11][CH:10]=2)=[CH:7][CH:8]=1)#[N:2] |f:1.2,3.4.5|. Reactants: C(#N)C1=CC=C(C=C1)C1=CC=C(C=C1)NS(=O)(=O)CC (N-(4-(4-cyanophenyl)phenyl)-N-ethylsulfonylamine), Cl.N1=CC(=CC=C1)CCl (3-picolyl chloride hydrochloride), C([O-])([O-])=O.[Cs+].[Cs+] (cesium carbonate). Reaction conditions: time 18 hour. Product: C(#N)C1=CC=C(C=C1)C1=CC=C(C=C1)N(S(=O)(=O)CC)CC=1C=NC=CC1 (N-(4-(4-Cyanophenyl)phenyl)-N-(ethanesulfonyl)pyrid-3-ylmethylamine).